Dataset: the Open Reaction Database (ORD), a public repository of structured organic reaction records. Task: describe an organic reaction: reactants, conditions, products, and yield Starting materials: O=C1CCC(N2Cc3c(OCc4ccc(CBr)cc4)cccc3C2=O)C(=O)N1, CCN(C(C)C)C(C)C, CC#N, c1ccc(OC2CNC2)cc1. The product is O=C1CCC(N2Cc3c(OCc4ccc(CN5CC(Oc6ccccc6)C5)cc4)cccc3C2=O)C(=O)N1. Reaction SMILES: [Br:1][CH2:2][c:3]1[cH:4][cH:5][c:6]([CH2:7][O:8][c:9]2[c:10]3[c:14]([cH:15][cH:16][cH:17]2)[C:13](=[O:18])[N:12]([CH:19]2[C:20](=[O:26])[NH:21][C:22](=[O:25])[CH2:23][CH2:24]2)[CH2:11]3)[cH:27][cH:28]1.[CH2:40]([N:41]([CH:42]([CH3:43])[CH3:44])[CH:45]([CH3:46])[CH3:47])[CH3:48].[CH3:49][C:50]#[N:51].[O:29]([c:30]1[cH:31][cH:32][cH:33][cH:34][cH:35]1)[CH:36]1[CH2:37][NH:38][CH2:39]1>>[CH2:2]([c:3]1[cH:4][cH:5][c:6]([CH2:7][O:8][c:9]2[c:10]3[c:14]([cH:15][cH:16][cH:17]2)[C:13](=[O:18])[N:12]([CH:19]2[C:20](=[O:26])[NH:21][C:22](=[O:25])[CH2:23][CH2:24]2)[CH2:11]3)[cH:27][cH:28]1)[N:38]1[CH2:37][CH:36]([O:29][c:30]2[cH:31][cH:32][cH:33][cH:34][cH:35]2)[CH2:39]1. The reactants are CI (methyliodide), CC1(OC[C@@H](O1)CN1N=CC(=C1)I)C (1-{[(4S)-2,2-Dimethyl-1,3-dioxolan-4-yl]methyl}-4-iodo-1H-pyrazole), C1CCOC1 (THF), [Li+].CC(C)[N-]C(C)C (LDA), C1CCCCC1 (cyclohexane), [NH4+].[Cl-] (NH4Cl). Run at time 1 hour. Product: CC1(OC[C@@H](O1)CN1N=CC(=C1C)I)C (1-((S)-2,2-Dimethyl-[1,3]dioxolan-4-ylmethyl)-4-iodo-5-methyl-1H-pyrazole). Reaction SMILES: [CH3:1][C:2]1([CH3:14])[O:6][C@@H:5]([CH2:7][N:8]2[CH:12]=[C:11]([I:13])[CH:10]=[N:9]2)[CH2:4][O:3]1.[CH2:15]1COCC1.[Li+].CC([N-]C(C)C)C.C1CCCCC1.CI.[NH4+].[Cl-]>>[CH3:1][C:2]1([CH3:14])[O:6][C@@H:5]([CH2:7][N:8]2[C:12]([CH3:15])=[C:11]([I:13])[CH:10]=[N:9]2)[CH2:4][O:3]1 |f:2.3,6.7|. Procedure: A solution of 1-{[(4S)-2,2-Dimethyl-1,3-dioxolan-4-yl]methyl}-4-iodo-1H-pyrazole (700 mg, 2.27 mmol) in THF (6 mL, 70 mmol) was cooled to −78° C., and 1.5 M of LDA in cyclohexane (4.5 mL, 6.8 mmol) was added. After stirring for 1 h, methyliodide (1.41 mL, 22.7 mmol) was added slowly, and the mixture was stirred at −78° C. for 1 h. Sat. NH4Cl was added to quench, and the organic solvent was removed in vacuo. The material was extracted with DCM and water, and the organic layer purified via column ... Reactants: [OH-].[K+] (Potassium hydroxide), FC1=CC=C(C=C1)[N+](=O)[O-] (1-Fluoro-4-nitro-benzene), BrC1=C(C=O)C=CC(=C1O)OC (2-Bromo-3-hydroxy-4-methoxy-benzaldehyde). Solvent: O (water), CS(=O)C (DMSO). Reaction conditions: temperature 130 celsius, time 3 hour. Yields the product BrC1=C(C=O)C=CC(=C1OC1=CC=C(C=C1)[N+](=O)[O-])OC (2-Bromo-4-methoxy-3-(4-nitro-phenoxy)-benzaldehyde). RXN SMILES: [Br:1][C:2]1[C:9]([OH:10])=[C:8]([O:11][CH3:12])[CH:7]=[CH:6][C:3]=1[CH:4]=[O:5].[OH-].[K+].F[C:16]1[CH:21]=[CH:20][C:19]([N+:22]([O-:24])=[O:23])=[CH:18][CH:17]=1>CS(C)=O.O>[Br:1][C:2]1[C:9]([O:10][C:16]2[CH:21]=[CH:20][C:19]([N+:22]([O-:24])=[O:23])=[CH:18][CH:17]=2)=[C:8]([O:11][CH3:12])[CH:7]=[CH:6][C:3]=1[CH:4]=[O:5] |f:1.2|. Reported procedure: 2-Bromo-3-hydroxy-4-methoxy-benzaldehyde (15.0 g, 64.9 mmoles) is dissolved in DMSO (100 mL). Potassium hydroxide (4.01 g, 71.4 mmoles) and 1-Fluoro-4-nitro-benzene (13.74 g, 97.4 mmoles) are added to the solution. The reaction mixture is stirred at 130° C. for 3 hours. As the crude is poured in water (500 mL), precipitation occurs. The solid is filtered, washed with water and dried under vacuum overnight. The pale-brown solid obtained (23.4 g) is used in the next step without further purificati... Starting materials: FB(F)F, CC(=O)OCC1OC(OC(=N)C(Cl)(Cl)Cl)C(OC(C)=O)C(OC(C)=O)C1OC(C)=O, O=C([O-])O, CCOCC, ClCCl, NC(=NC(=O)OCc1ccccc1)c1ccc(CCc2coc3cccc(O)c23)cc1, [Na+]. Yields the product CC(=O)OCC1OC(Oc2cccc3occ(CCc4ccc(C(N)=NC(=O)OCc5ccccc5)cc4)c23)C(OC(C)=O)C(OC(C)=O)C1OC(C)=O. Reaction SMILES: [B:67]([F:68])([F:69])[F:70].[C:32]([CH3:33])(=[O:34])[O:35][CH:36]1[CH:37]([O:38][C:39](=[NH:40])[C:41]([Cl:42])([Cl:43])[Cl:44])[O:45][CH:46]([CH2:57][O:58][C:59]([CH3:60])=[O:61])[CH:47]([O:53][C:54]([CH3:55])=[O:56])[CH:48]1[O:49][C:50]([CH3:51])=[O:52].[C:71](=[O:72])([O-:73])[OH:74].[CH2:62]([O:63][CH2:64][CH3:65])[CH3:66].[Cl:76][CH2:77][Cl:78].[NH2:1][C:2](=[N:3][C:4](=[O:5])[O:6][CH2:7][c:8]1[cH:9][cH:10][cH:11][cH:12][cH:13]1)[c:14]1[cH:15][cH:16][c:17]([CH2:20][CH2:21][c:22]2[cH:23][o:24][c:25]3[c:26]2[c:27]([OH:31])[cH:28][cH:29][cH:30]3)[cH:18][cH:19]1.[Na+:75]>>[NH2:1][C:2](=[N:3][C:4](=[O:5])[O:6][CH2:7][c:8]1[cH:9][cH:10][cH:11][cH:12][cH:13]1)[c:14]1[cH:15][cH:16][c:17]([CH2:20][CH2:21][c:22]2[cH:23][o:24][c:25]3[c:26]2[c:27]([O:31][CH:37]2[CH:36]([O:35][C:32]([CH3:33])=[O:34])[CH:48]([O:49][C:50]([CH3:51])=[O:52])[CH:47]([O:53][C:54]([CH3:55])=[O:56])[CH:46]([CH2:57][O:58][C:59]([CH3:60])=[O:61])[O:45]2)[cH:28][cH:29][cH:30]3)[cH:18][cH:19]1.